This data is from the Open Reaction Database (ORD), a public repository of structured organic reaction records. The task is: describe an organic reaction: reactants, conditions, products, and yield Reactants: C(CO)O (ethylene glycol), BrC=1C=C2C=CC(=CC2=CC1)S (6-bromo-2-naphthyl hydrosulfide), IC1=C(C=CC=C1)[C@H](C)O ((1S)-1-(2-iodophenyl)ethanol), C([O-])([O-])=O.[K+].[K+] (potassium carbonate). The reagents and catalysts are [Cu]I (copper(I) iodide). Solvent: C(C)(C)O (isopropyl alcohol), C(C)(=O)OCC (ethyl acetate). Run at temperature 80 celsius. The product is BrC=1C=C2C=CC(=CC2=CC1)SC1=C(C=CC=C1)[C@H](C)O ((1S)-1-{2-[(6-bromo-2-naphthyl)thio]phenyl}ethanol). Yield: 87.2%. As a reaction SMILES: [Br:1][C:2]1[CH:3]=[C:4]2[C:9](=[CH:10][CH:11]=1)[CH:8]=[C:7]([SH:12])[CH:6]=[CH:5]2.I[C:14]1[CH:19]=[CH:18][CH:17]=[CH:16][C:15]=1[C@@H:20]([OH:22])[CH3:21].C(=O)([O-])[O-].[K+].[K+].C(O)CO>C(OCC)(=O)C.[Cu]I.C(O)(C)C>[Br:1][C:2]1[CH:3]=[C:4]2[C:9](=[CH:10][CH:11]=1)[CH:8]=[C:7]([S:12][C:14]1[CH:19]=[CH:18][CH:17]=[CH:16][C:15]=1[C@@H:20]([OH:22])[CH3:21])[CH:6]=[CH:5]2 |f:2.3.4|. Procedure: A mixture of 6-bromo-2-naphthyl hydrosulfide (Example 5 Step 2, 1.80 g, 7.53 mmol), (1S)-1-(2-iodophenyl)ethanol (1.82 g, 7.34 mmol), copper(I) iodide (70 mg, 0.37 mmol) and potassium carbonate (2.02 g, 14.6 mmol) was degassed then isopropyl alcohol (10 mL) and ethylene glycol (0.82 mL, 14.7 mmol) added. The reaction was heated to 80° C. overnight. The cooled reaction mixture was diluted with ethyl acetate (40 mL), filtered and concentrated in vacuo. The residue was purified by flash column chro... The reactants are O=C([O-])O, Cc1ccccc1, CCO, OB(O)c1ccc(Cl)cc1, N#Cc1nn(-c2c(Cl)cc(C(F)(F)F)cc2Cl)c(N)c1I, [Na+], O, c1ccc(P(c2ccccc2)(c2ccccc2)[Pd](P(c2ccccc2)(c2ccccc2)c2ccccc2)(P(c2ccccc2)(c2ccccc2)c2ccccc2)P(c2ccccc2)(c2ccccc2)c2ccccc2)cc1. The product is N#Cc1nn(-c2c(Cl)cc(C(F)(F)F)cc2Cl)c(N)c1-c1ccc(Cl)cc1. Reaction SMILES: [C:22](=[O:23])([O-:24])[OH:25].[CH3:38][c:39]1[cH:40][cH:41][cH:42][cH:43][cH:44]1.[CH3:45][CH2:46][OH:47].[Cl:27][c:28]1[cH:29][cH:30][c:31]([B:34]([OH:35])[OH:36])[cH:32][cH:33]1.[NH2:1][c:2]1[c:3]([I:21])[c:4]([C:19]#[N:20])[n:5][n:6]1-[c:7]1[c:8]([Cl:18])[cH:9][c:10]([C:14]([F:15])([F:16])[F:17])[cH:11][c:12]1[Cl:13].[Na+:26].[OH2:37].[cH:48]1[cH:49][cH:50][c:51]([P:52]([Pd:53]([P:54]([c:55]2[cH:56][cH:57][cH:58][cH:59][cH:60]2)([c:61]2[cH:62][cH:63][cH:64][cH:65][cH:66]2)[c:67]2[cH:68][cH:69][cH:70][cH:71][cH:72]2)([P:73]([c:74]2[cH:75][cH:76][cH:77][cH:78][cH:79]2)([c:80]2[cH:81][cH:82][cH:83][cH:84][cH:85]2)[c:86]2[cH:87][cH:88][cH:89][cH:90][cH:91]2)[P:92]([c:93]2[cH:94][cH:95][cH:96][cH:97][cH:98]2)([c:99]2[cH:100][cH:101][cH:102][cH:103][cH:104]2)[c:105]2[cH:106][cH:107][cH:108][cH:109][cH:110]2)([c:111]2[cH:112][cH:113][cH:114][cH:115][cH:116]2)[c:117]2[cH:118][cH:119][cH:120][cH:121][cH:122]2)[cH:123][cH:124]1>>[NH2:1][c:2]1[c:3](-[c:31]2[cH:30][cH:29][c:28]([Cl:27])[cH:33][cH:32]2)[c:4]([C:19]#[N:20])[n:5][n:6]1-[c:7]1[c:8]([Cl:18])[cH:9][c:10]([C:14]([F:15])([F:16])[F:17])[cH:11][c:12]1[Cl:13]. The reactants are NCC1=CC=C(C=C1)C1=CN(C=2N=CN=C(C21)N)[C@@H]2CC[C@H](CC2)N2CCN(CC2)C (trans-5-[4-(aminomethyl)phenyl]-7-[4-(4-methylpiperazino)cyclohexyl]-7H-pyrrolo[2,3-d]pyrimidin-4-amine), ClC(=O)OCC1=CC=CC=C1 (benzyl chloroformate). The solvent is N1=CC=CC=C1 (pyridine), ClCCl (dichloromethane). Run at temperature 0 celsius, time 2 hour. Product: NC=1C2=C(N=CN1)N(C=C2C2=CC=C(CNC(OCC1=CC=CC=C1)=O)C=C2)[C@@H]2CC[C@H](CC2)N2CCN(CC2)C (trans-benzyl N-(4-{4-amino-7-[4-(4-methylpiperazino)cyclohexyl]-7H-pyrrolo[2,3-d]pyrimidin-5-yl}benzyl)carbamate). As a reaction SMILES: [NH2:1][CH2:2][C:3]1[CH:8]=[CH:7][C:6]([C:9]2[C:17]3[C:16]([NH2:18])=[N:15][CH:14]=[N:13][C:12]=3[N:11]([C@H:19]3[CH2:24][CH2:23][C@H:22]([N:25]4[CH2:30][CH2:29][N:28]([CH3:31])[CH2:27][CH2:26]4)[CH2:21][CH2:20]3)[CH:10]=2)=[CH:5][CH:4]=1.Cl[C:33]([O:35][CH2:36][C:37]1[CH:42]=[CH:41][CH:40]=[CH:39][CH:38]=1)=[O:34]>N1C=CC=CC=1.ClCCl>[NH2:18][C:16]1[C:17]2[C:9]([C:6]3[CH:5]=[CH:4][C:3]([CH2:2][NH:1][C:33](=[O:34])[O:35][CH2:36][C:37]4[CH:42]=[CH:41][CH:40]=[CH:39][CH:38]=4)=[CH:8][CH:7]=3)=[CH:10][N:11]([C@H:19]3[CH2:24][CH2:23][C@H:22]([N:25]4[CH2:26][CH2:27][N:28]([CH3:31])[CH2:29][CH2:30]4)[CH2:21][CH2:20]3)[C:12]=2[N:13]=[CH:14][N:15]=1. Procedure details: A mixture of trans-5-[4-(aminomethyl)phenyl]-7-[4-(4-methylpiperazino)cyclohexyl]-7H-pyrrolo[2,3-d]pyrimidin-4-amine (50 mg, 0.119 mol) in pyridine (2 mL) and dichloromethane (2 mL) was cooled to 0° C. then treated with benzyl chloroformate (22 mg, 0.131 mmol). The mixture was warmed to ambient temperature and stirred an additional 2 hours, evaporated and the residue purified by preparative reverse-phase chromatography to give trans-benzyl N-(4-{4-amino-7-[4-(4-methylpiperazino)cyclohexyl]-7H-py... As a reaction SMILES: [CH3:1][CH:2]1[C:7](=O)[CH:6]2[CH2:9][CH2:10][N:3]1[CH2:4][CH2:5]2.[CH3:11][O:12][C:13]1[CH:20]=[C:19]([O:21][CH3:22])[CH:18]=[CH:17][C:14]=1[CH2:15][NH2:16].C(O[BH-](OC(=O)C)OC(=O)C)(=O)C.[Na+].C(O)(=O)C>ClCCCl>[CH3:11][O:12][C:13]1[CH:20]=[C:19]([O:21][CH3:22])[CH:18]=[CH:17][C:14]=1[CH2:15][NH:16][CH:7]1[CH:6]2[CH2:9][CH2:10][N:3]([CH2:4][CH2:5]2)[CH:2]1[CH3:1] |f:2.3|. Reported procedure: 2-Methyl-1-aza-bicyclo[2.2.2]octan-3-one (500 mg, 3.59 mmol) and 2,4-dimethoxybenzyl amine (1.2 g, 7.18 mmol) were dissolved in anhydrous 1,2-dichloroethane (10 ml). Sodium triacetoxyborohydride (1.1 g, 5.0 mmol) followed by glacial acetic acid (0.21 ml, 3.59 mmol) and the resultant foamy suspension was stirred at ambient temperature for 12 hours. The reaction was quenched by the addition of 1M NaOH, and the layers were separated. The aqueous phase was extracted further with ethyl acetate. The o... The product is COC1=C(CNC2C(N3CCC2CC3)C)C=CC(=C1)OC ((2,4-dimethoxy-benzyl)-(2-methyl-1-aza-bicyclo[2.2.2]oct-3-yl)-amine). Solvent: ClCCCl (1,2-dichloroethane). Reactants: C(C)(=O)O (acetic acid), CC1N2CCC(C1=O)CC2 (2-Methyl-1-aza-bicyclo[2.2.2]octan-3-one), COC1=C(CN)C=CC(=C1)OC (2,4-dimethoxybenzyl amine), C(C)(=O)O[BH-](OC(C)=O)OC(C)=O.[Na+] (Sodium triacetoxyborohydride). Run at time 12 hour.